Dataset: the Open Reaction Database (ORD), a public repository of structured organic reaction records. Task: describe an organic reaction: reactants, conditions, products, and yield Reactants: C, CCO, O=C=NCc1ccc(F)cc1, [Pd], CC1(C)OC(=O)N2CCN(C(=O)OCc3ccccc3)CC21. Product: CC1(C)OC(=O)N2CCN(C(=O)NCc3ccc(F)cc3)CC21. RXN SMILES: [C:37].[CH3:34][CH2:35][OH:36].[F:23][c:24]1[cH:25][cH:26][c:27]([CH2:28][N:29]=[C:30]=[O:31])[cH:32][cH:33]1.[Pd:38].[c:1]1([CH2:2][O:3][C:9](=[O:10])[N:11]2[CH2:12][CH:13]3[N:14]([CH2:15][CH2:16]2)[C:17](=[O:22])[O:18][C:19]3([CH3:20])[CH3:21])[cH:4][cH:5][cH:6][cH:7][cH:8]1>>[C:9](=[O:10])([N:11]1[CH2:12][CH:13]2[N:14]([CH2:15][CH2:16]1)[C:17](=[O:22])[O:18][C:19]2([CH3:20])[CH3:21])[NH:29][CH2:28][c:27]1[cH:26][cH:25][c:24]([F:23])[cH:33][cH:32]1. The reactants are palladium tetrakistriphenylphosphine, ClC1=CC=C(C=C1)B(O)O (4-chloro-phenyl boronic acid), BrC1=NC=CC=C1 (2-bromopyridine), C([O-])([O-])=O.[K+].[K+] (potassium carbonate). The reagents and catalysts are C1=CC=C(C=C1)P(C2=CC=CC=C2)C3=CC=CC=C3.C1=CC=C(C=C1)P(C2=CC=CC=C2)C3=CC=CC=C3.C1=CC=C(C=C1)P(C2=CC=CC=C2)C3=CC=CC=C3.C1=CC=C(C=C1)P(C2=CC=CC=C2)C3=CC=CC=C3.[Pd] (pd(PPh3)4). Solvent: O1CCCC1 (tetrahydrofuran). Run at temperature 80 celsius, time 30 minute. Yields the product ClC1=CC=C(C=C1)C1=NC=CC=C1 (2-(4-chloro-phenyl)pyridine). The yield is 56.0%. RXN SMILES: [Cl:1][C:2]1[CH:7]=[CH:6][C:5](B(O)O)=[CH:4][CH:3]=1.Br[C:12]1[CH:17]=[CH:16][CH:15]=[CH:14][N:13]=1.C(=O)([O-])[O-].[K+].[K+]>C1C=CC(P(C2C=CC=CC=2)C2C=CC=CC=2)=CC=1.C1C=CC(P(C2C=CC=CC=2)C2C=CC=CC=2)=CC=1.C1C=CC(P(C2C=CC=CC=2)C2C=CC=CC=2)=CC=1.C1C=CC(P(C2C=CC=CC=2)C2C=CC=CC=2)=CC=1.[Pd].O1CCCC1>[Cl:1][C:2]1[CH:7]=[CH:6][C:5]([C:12]2[CH:17]=[CH:16][CH:15]=[CH:14][N:13]=2)=[CH:4][CH:3]=1 |f:2.3.4,5.6.7.8.9|. Procedure: Under a nitrogen stream, 5.0 g (0.032 mol) of 4-chloro-phenyl boronic acid, 10.0 g (0.064 mol) of 2-bromopyridine, 150□ of tetrahydrofuran and 2M potassium carbonate solution (20□) were placed into a 2-neck round flask 250□ and then 0.37 g (3 mol %) of palladium tetrakistriphenylphosphine [(pd(PPh3)4] was added as a catalyst. After the resulting solution was heated to reflux at 80° C. for 24 hours, the reaction was terminated. The resulting mixture was poured into a beaker containing 200□ of dis... Reactants: CCOC(C)=O, CCOC(=O)N=NC(=O)OCC, C1CCOC1, O=C1c2ccccc2C(=O)N1O, O=C(NCCO)OCc1ccccc1, c1ccc(P(c2ccccc2)c2ccccc2)cc1. Product: O=C(NCCON1C(=O)c2ccccc2C1=O)OCc1ccccc1. As a reaction SMILES: [CH3:63][CH2:64][O:65][C:66](=[O:67])[CH3:68].[O:46]=[C:47]([O:48][CH2:49][CH3:50])[N:51]=[N:52][C:53]([O:54][CH2:55][CH3:56])=[O:57].[O:58]1[CH2:59][CH2:60][CH2:61][CH2:62]1.[OH:15][N:16]1[C:17](=[O:26])[c:18]2[c:19]([cH:22][cH:23][cH:24][cH:25]2)[C:20]1=[O:21].[OH:1][CH2:2][CH2:3][NH:4][C:5]([O:6][CH2:7][c:8]1[cH:9][cH:10][cH:11][cH:12][cH:13]1)=[O:14].[c:27]1([P:28]([c:29]2[cH:30][cH:31][cH:32][cH:33][cH:34]2)[c:35]2[cH:36][cH:37][cH:38][cH:39][cH:40]2)[cH:41][cH:42][cH:43][cH:44][cH:45]1>>[O:1]([CH2:2][CH2:3][NH:4][C:5]([O:6][CH2:7][c:8]1[cH:9][cH:10][cH:11][cH:12][cH:13]1)=[O:14])[N:16]1[C:17](=[O:26])[c:18]2[c:19]([cH:22][cH:23][cH:24][cH:25]2)[C:20]1=[O:21].